The task is: describe an organic reaction: reactants, conditions, products, and yield. This data is from the Open Reaction Database (ORD), a public repository of structured organic reaction records. Yields the product Nc1nccn2c(C3CCC3)nc(-c3ccc(Oc4ccc(F)cc4)cc3)c12. Starting materials: Nc1nccn2c(C3CCC3)nc(-c3ccc(Br)cc3)c12, O=C([O-])[O-], CN(C)CC(=O)O, Cl, [Cs+], [Cs+], [Cu]I, Oc1ccc(F)cc1, CN(C)C=O, C1COCCO1. Reaction SMILES: [Br:1][c:2]1[cH:3][cH:4][c:5](-[c:8]2[n:9][c:10]([CH:18]3[CH2:19][CH2:20][CH2:21]3)[n:11]3[c:12]2[c:13]([NH2:17])[n:14][cH:15][cH:16]3)[cH:6][cH:7]1.[C:30](=[O:31])([O-:32])[O-:33].[CH3:37][N:38]([CH3:39])[CH2:40][C:41]([OH:42])=[O:43].[ClH:36].[Cs+:34].[Cs+:35].[Cu:44][I:45].[F:22][c:23]1[cH:24][cH:25][c:26]([OH:29])[cH:27][cH:28]1.[O:46]=[CH:47][N:48]([CH3:49])[CH3:50].[O:51]1[CH2:52][CH2:53][O:54][CH2:55][CH2:56]1>>[c:2]1([O:29][c:26]2[cH:25][cH:24][c:23]([F:22])[cH:28][cH:27]2)[cH:3][cH:4][c:5](-[c:8]2[n:9][c:10]([CH:18]3[CH2:19][CH2:20][CH2:21]3)[n:11]3[c:12]2[c:13]([NH2:17])[n:14][cH:15][cH:16]3)[cH:6][cH:7]1.